Task: describe an organic reaction: reactants, conditions, products, and yield. Dataset: the Open Reaction Database (ORD), a public repository of structured organic reaction records Starting materials: FC(C=1C=C(C=C(C1)C(F)(F)F)C(C)N(C1=NC=C(C=N1)OCCSC)CC1=NC(=CC=C1N(CC)CC1CCCC1)OC)(F)F (N-{1-[3,5-bis(trifluoromethyl)phenyl]ethyl}-N-({3-[(cyclopentylmethyl)(ethyl)amino]-6-methoxypyridin-2-yl}methyl)-5-[2-(methylthio)ethoxy]pyrimidin-2-amine), OO (hydrogen peroxide), C(C)#N (acetonitrile), S(=O)([O-])[O-].[Na+].[Na+] (sodium sulfite). Reagents/catalysts: [Cl-].[Cl-].[Mo+2](=O)=O (molybdenum dioxide dichloride). Conditions: time 23 hour. The product is FC(C=1C=C(C=C(C1)C(F)(F)F)C(C)N(C1=NC=C(C=N1)OCCS(=O)C)CC1=NC(=CC=C1N(CC)CC1CCCC1)OC)(F)F (N-{1-[3,5-bis(trifluoromethyl)phenyl]ethyl}-N-({3-[(cyclopentylmethyl)(ethyl)amino]-6-methoxypyridin-2-yl}methyl)-5-[2-(methylsulfinyl)ethoxy]pyrimidin-2-amine), FC(C=1C=C(C=C(C1)C(F)(F)F)C(C)N(C1=NC=C(C=N1)OCCS(=O)(=O)C)CC1=NC(=CC=C1N(CC)CC1CCCC1)OC)(F)F (N-{1-[3,5-bis(trifluoromethyl)phenyl]ethyl}-N-({3-[(cyclopentylmethyl)(ethyl)amino]-6-methoxypyridin-2-yl}methyl)-5-[2-(methylsulfonyl)ethoxy]pyrimidin-2-amine). Isolated yield 69.0%. Reaction SMILES: [F:1][C:2]([F:46])([F:45])[C:3]1[CH:4]=[C:5]([CH:13]([N:15]([CH2:27][C:28]2[C:33]([N:34]([CH2:37][CH:38]3[CH2:42][CH2:41][CH2:40][CH2:39]3)[CH2:35][CH3:36])=[CH:32][CH:31]=[C:30]([O:43][CH3:44])[N:29]=2)[C:16]2[N:21]=[CH:20][C:19]([O:22][CH2:23][CH2:24][S:25][CH3:26])=[CH:18][N:17]=2)[CH3:14])[CH:6]=[C:7]([C:9]([F:12])([F:11])[F:10])[CH:8]=1.OO.[S:49]([O-:52])([O-])=[O:50].[Na+].[Na+].[C:55](#N)C>[Cl-].[Cl-].[Mo+2](=O)=O>[F:46][C:2]([F:1])([F:45])[C:3]1[CH:4]=[C:5]([CH:13]([N:15]([CH2:27][C:28]2[C:33]([N:34]([CH2:37][CH:38]3[CH2:39][CH2:40][CH2:41][CH2:42]3)[CH2:35][CH3:36])=[CH:32][CH:31]=[C:30]([O:43][CH3:44])[N:29]=2)[C:16]2[N:17]=[CH:18][C:19]([O:22][CH2:23][CH2:24][S:25]([CH3:26])=[O:50])=[CH:20][N:21]=2)[CH3:14])[CH:6]=[C:7]([C:9]([F:10])([F:11])[F:12])[CH:8]=1.[F:46][C:2]([F:1])([F:45])[C:3]1[CH:4]=[C:5]([CH:13]([N:15]([CH2:27][C:28]2[C:33]([N:34]([CH2:37][CH:38]3[CH2:39][CH2:40][CH2:41][CH2:42]3)[CH2:35][CH3:36])=[CH:32][CH:31]=[C:30]([O:43][CH3:44])[N:29]=2)[C:16]2[N:17]=[CH:18][C:19]([O:22][CH2:23][CH2:24][S:49]([CH3:55])(=[O:52])=[O:50])=[CH:20][N:21]=2)[CH3:14])[CH:6]=[C:7]([C:9]([F:11])([F:10])[F:12])[CH:8]=1 |f:2.3.4,6.7.8|. Procedure: A solution of N-{1-[3,5-bis(trifluoromethyl)phenyl]ethyl}-N-({3-[(cyclopentylmethyl)(ethyl)amino]-6-methoxypyridin-2-yl}methyl)-5-[2-(methylthio)ethoxy]pyrimidin-2-amine (82 mg, 0.12 mmol) obtained in Example 1 in acetonitrile (3 mL) was added with molybdenum dioxide dichloride (3.6 mg, 0.018 mmol) and 30% aqueous hydrogen peroxide (55 mg, 0.49 mmol), and the mixture was stirred at room temperature for 23 hours. The reaction mixture was added with saturated aqueous sodium sulfite, and the mixtur... The reactants are ClC1=CC=C(CNC(=O)C=2C(C3=C(N(C2)C)SC(=C3)CCl)=O)C=C1 (N-(4-Chlorobenzyl)-2-(chloromethyl)-7-methyl-4-oxo-4,7-dihydrothieno[2,3-b]pyridine-5-carboxamide), N1=C(C=CC=C1)C(O)C1NCCC1 (pyridin-2-yl(pyrrolidin-2-yl)methanol). Yields the product ClC1=CC=C(CNC(=O)C=2C(C3=C(N(C2)C)SC(=C3)CN3[C@H](CCC3)[C@H](C3=NC=CC=C3)O)=O)C=C1 (N-(4-Chlorobenzyl)-2-(((2R*)-2-((R*)hydroxy(pyridin-2-yl)methyl)pyrrolidin-1-yl)methyl)-7-methyl-4-oxo-4,7-dihydrothieno[2,3-b]pyridine-5-carboxamide). As a reaction SMILES: [Cl:1][C:2]1[CH:24]=[CH:23][C:5]([CH2:6][NH:7][C:8]([C:10]2[C:11](=[O:22])[C:12]3[CH:19]=[C:18]([CH2:20]Cl)[S:17][C:13]=3[N:14]([CH3:16])[CH:15]=2)=[O:9])=[CH:4][CH:3]=1.[N:25]1[CH:30]=[CH:29][CH:28]=[CH:27][C:26]=1[CH:31]([CH:33]1[CH2:37][CH2:36][CH2:35][NH:34]1)[OH:32]>>[Cl:1][C:2]1[CH:24]=[CH:23][C:5]([CH2:6][NH:7][C:8]([C:10]2[C:11](=[O:22])[C:12]3[CH:19]=[C:18]([CH2:20][N:34]4[CH2:35][CH2:36][CH2:37][C@@H:33]4[C@@H:31]([OH:32])[C:26]4[CH:27]=[CH:28][CH:29]=[CH:30][N:25]=4)[S:17][C:13]=3[N:14]([CH3:16])[CH:15]=2)=[O:9])=[CH:4][CH:3]=1. Procedure details: Analogous to the procedures described in Example 2, N-(4-Chlorobenzyl)-2-(chloromethyl)-7-methyl-4-oxo-4,7-dihydrothieno[2,3-b]pyridine-5-carboxamide (Preparation 1) is treated with pyridin-2-yl(pyrrolidin-2-yl)methanol (Preparation 3) to afford the title compound. Physical characteristics. 1H NMR (400 MHz, DMSO-d6) δ 10.62, 8.70, 8.50, 7.78, 7.54, 7.41-7.33, 7.30, 7.24, 5.13, 4.67, 4.55, 4.04, 3.96, 3.73, 3.15-3.10, 2.94-2.86, 2.33-2.27, 1.84-1.77, 1.64-1.46; MS (ESI+) m/z 523 (M+H)+. The reactants are ClC=1C=C(C=CC1C#N)N1N=C2C3=C(CCC2C1C1CCCC1)C=C(C=C3)C(=O)O ((±)-(3SR,3aRS)-2-(3-chloro-4-cyanophenyl)-3-cyclopentyl-3,3a,4,5-tetrahydro-2H-benzo[g]indazole-7-carboxylic acid), C[Si](CCO)(C)C (2-(trimethylsilyl)ethanol). The product is ClC=1C=C(C=CC1C#N)N1N=C2C3=C(CCC2C1C1CCCC1)C=C(C=C3)C(=O)OCC[Si](C)(C)C ((±)-(3SR,3aRS)-2-(trimethylsilyl)ethyl 2-(3-chloro-4-cyanophenyl)-3-cyclopentyl-3,3a,4,5-tetrahydro-2H-benzo[g]indazole-7-carboxylate). As a reaction SMILES: [Cl:1][C:2]1[CH:3]=[C:4]([N:10]2[CH:18]([CH:19]3[CH2:23][CH2:22][CH2:21][CH2:20]3)[CH:17]3[C:12]([C:13]4[CH:27]=[CH:26][C:25]([C:28]([OH:30])=[O:29])=[CH:24][C:14]=4[CH2:15][CH2:16]3)=[N:11]2)[CH:5]=[CH:6][C:7]=1[C:8]#[N:9].[CH3:31][Si:32]([CH3:37])([CH3:36])[CH2:33][CH2:34]O>>[Cl:1][C:2]1[CH:3]=[C:4]([N:10]2[CH:18]([CH:19]3[CH2:20][CH2:21][CH2:22][CH2:23]3)[CH:17]3[C:12]([C:13]4[CH:27]=[CH:26][C:25]([C:28]([O:30][CH2:34][CH2:33][Si:32]([CH3:37])([CH3:36])[CH3:31])=[O:29])=[CH:24][C:14]=4[CH2:15][CH2:16]3)=[N:11]2)[CH:5]=[CH:6][C:7]=1[C:8]#[N:9]. Reported procedure: The title compound was prepared according to Method E from (±)-(3SR,3aRS)-2-(3-chloro-4-cyanophenyl)-3-cyclopentyl-3,3a,4,5-tetrahydro-2H-benzo[g]indazole-7-carboxylic acid, Example 15 and 2-(trimethylsilyl)ethanol. Yellow solid, 192 mg. ES-MS m/z 520 (M+H). Starting materials: CC1OC2(OC1C)C=C(C(C(C2)(C(F)(F)F)C)=O)C (2,3,7,9-tetramethyl-9-(trifluoromethyl)-1,4-dioxaspiro[4.5]dec-6-en-8-one), O1CCCC1 (tetrahydrofuran), O1CCCC1 (tetrahydrofuran). Solvent: O (water). Run at time 4 hour. Yields the product C(#C)C1(C(=CC2(OC(C(O2)C)C)CC1(C(F)(F)F)C)C)O (8-ethynyl-2,3,7,9-tetramethyl-9-(trifluoromethyl)-1,4-dioxaspiro[4.5]dec-6-en-8-ol). Isolated yield 68.0%. RXN SMILES: [CH3:1][CH:2]1[CH:6]([CH3:7])[O:5][C:4]2([CH2:12][C:11]([CH3:17])([C:13]([F:16])([F:15])[F:14])[C:10](=[O:18])[C:9]([CH3:19])=[CH:8]2)[O:3]1.O1CC[CH2:22][CH2:21]1>O>[C:21]([C:10]1([OH:18])[C:11]([CH3:17])([C:13]([F:16])([F:14])[F:15])[CH2:12][C:4]2([O:3][CH:2]([CH3:1])[CH:6]([CH3:7])[O:5]2)[CH:8]=[C:9]1[CH3:19])#[CH:22]. Procedure details: Acetylmethylenetriphenylphosphorane (12.91 g, 40.57 mmol) was dissolved in a mixture of diethyl ether (30 ml) and dichloromethane (10 ml) and stirred for 5 min, then 1,1,1-trifluoroacetone (5.00 g, 44.62 mmol) was added and the mixture was stirred at room temperature for 40 h. The precipitate formed was filtered off, the filter cake was washed with diethyl ether and the combined organic phases were concentrated cautiously under slightly reduced pressure. The crude solution of (3Z)-5,5,5-trifluor... Starting materials: FC1=CC=C(C=C1)N1N=CC(=C1C)C(=O)O (1-(4-fluorophenyl)-5-methylpyrazole-4-carboxylic acid), NC=1C=CC(=C(C#N)C1)N1CCC(CC1)N1CCOCC1 (5-amino-2-(4-morpholinopiperidin-1-yl)benzonitrile). The product is C(#N)C=1C=C(C=CC1N1CCC(CC1)N1CCOCC1)NC(=O)C=1C=NN(C1C)C1=CC=C(C=C1)F (N-[3-Cyano-4-(4-morpholinopiperidin-1-yl)phenyl]-1-(4-fluorophenyl)-5-methylpyrazole-4-carboxamide). The yield is 29.3%. As a reaction SMILES: [F:1][C:2]1[CH:7]=[CH:6][C:5]([N:8]2[C:12]([CH3:13])=[C:11]([C:14]([OH:16])=O)[CH:10]=[N:9]2)=[CH:4][CH:3]=1.[NH2:17][C:18]1[CH:19]=[CH:20][C:21]([N:26]2[CH2:31][CH2:30][CH:29]([N:32]3[CH2:37][CH2:36][O:35][CH2:34][CH2:33]3)[CH2:28][CH2:27]2)=[C:22]([CH:25]=1)[C:23]#[N:24]>>[C:23]([C:22]1[CH:25]=[C:18]([NH:17][C:14]([C:11]2[CH:10]=[N:9][N:8]([C:5]3[CH:4]=[CH:3][C:2]([F:1])=[CH:7][CH:6]=3)[C:12]=2[CH3:13])=[O:16])[CH:19]=[CH:20][C:21]=1[N:26]1[CH2:31][CH2:30][CH:29]([N:32]2[CH2:33][CH2:34][O:35][CH2:36][CH2:37]2)[CH2:28][CH2:27]1)#[N:24]. Reported procedure: By the reaction and treatment in the same manner as in Example 64 using 1-(4-fluorophenyl)-5-methylpyrazole-4-carboxylic acid (0.8 g) and 5-amino-2-(4-morpholinopiperidin-1-yl)benzonitrile (0.6 g), the title compound (0.3 g) was obtained, melting point: 226° C.(decomposition). Reactants: [BH4-], Cc1ccccc1, CC(C)O, CC1(C)CC(=O)C2CCC2(C)C1, Cl, [Na+], O. Product: CC1(C)CC(O)C2CCC2(C)C1. RXN SMILES: [BH4-:1].[CH3:21][c:22]1[cH:23][cH:24][cH:25][cH:26][cH:27]1.[CH3:3][CH:4]([OH:5])[CH3:6].[CH3:7][C:8]1([CH3:18])[CH2:9][C:10](=[O:17])[CH:11]2[CH2:12][CH2:13][C:14]2([CH3:16])[CH2:15]1.[ClH:19].[Na+:2].[OH2:20]>>[CH3:7][C:8]1([CH3:18])[CH2:9][CH:10]([OH:17])[CH:11]2[CH2:12][CH2:13][C:14]2([CH3:16])[CH2:15]1.